From a dataset of the Open Reaction Database (ORD), a public repository of structured organic reaction records. describe an organic reaction: reactants, conditions, products, and yield Reactants: ClC1=C(C(=O)O)C(=CC=C1)F (2-chloro-6-fluorobenzoic acid), ice water, [OH-].[Na+] (sodium hydroxide), S(O)(O)(=O)=O (sulfuric acid), [N-]=[N+]=[N-].[Na+] (sodium azide). Solvent: C(Cl)(Cl)Cl (chloroform). Run at time 2 hour. Yields the product ClC1=C(N)C(=CC=C1)F (2-Chloro-6-Fluoroaniline). RXN SMILES: [Cl:1][C:2]1[CH:10]=[CH:9][CH:8]=[C:7]([F:11])[C:3]=1C(O)=O.S(=O)(=O)(O)O.[N-:17]=[N+]=[N-].[Na+].[OH-].[Na+]>C(Cl)(Cl)Cl>[Cl:1][C:2]1[CH:10]=[CH:9][CH:8]=[C:7]([F:11])[C:3]=1[NH2:17] |f:2.3,4.5|. Reported procedure: To a stirred mixture of 20 g. of 2-chloro-6-fluorobenzoic acid, 100 ml. of chloroform and 50 ml. of concentrated sulfuric acid is added slowly 10.2 g. of sodium azide while the temperature is kept at 40°-55°. Stirring is continued for 2 hours at 40°-55° then the mixture is poured into 500 ml. of ice water containing 80 g. of sodium hydroxide. The mixture is extracted with ether and the other extracts are dried over magnesium sulfate. The dry extracts are then treated with hydrogen chloride, and ... Starting materials: ClCl (Chlorine), [N+](=O)([O-])C1=C(N)C=CC(=C1)OC(F)(F)F (2-nitro-4-trifluoromethoxy-aniline), ClCl (Chlorine), C(C)(=O)OCC (ethyl acetate). Solvent: C(Cl)(Cl)(Cl)Cl (carbon tetrachloride), C(Cl)(Cl)(Cl)Cl (carbon tetrachloride), petroleum ether. Product: ClC1=C(N)C(=CC(=C1)OC(F)(F)F)[N+](=O)[O-] (2-chloro-4-trifluoromethoxy-6-nitro-aniline). As a reaction SMILES: [Cl:1]Cl.[N+:3]([C:6]1[CH:12]=[C:11]([O:13][C:14]([F:17])([F:16])[F:15])[CH:10]=[CH:9][C:7]=1[NH2:8])([O-:5])=[O:4].C(OCC)(=O)C>C(Cl)(Cl)(Cl)Cl>[Cl:1][C:9]1[CH:10]=[C:11]([O:13][C:14]([F:15])([F:16])[F:17])[CH:12]=[C:6]([N+:3]([O-:5])=[O:4])[C:7]=1[NH2:8]. Procedure: Chlorine gas was passed through a solution of 2-nitro-4-trifluoromethoxy-aniline (14.5 g) in carbon tetrachloride (175 ml). As the mixture was stirred it became solid and more carbon tetrachloride (50 ml) was added. Chlorine gas was passed through the reaction mixture until thin layer chromatography (silica gel, using petroleum ether (boiling range 60°-80° C.) containing ethyl acetate (30% by volume) as eluent) demonstrated the absence of starting material. Evaporation of the solvent under reduc... Yields the product COC(=O)c1cc(Cl)ccc1NC(=O)CCCCNS(=O)(=O)c1ccc(Cl)cc1. RXN SMILES: [Cl-:27].[Cl:28][c:29]1[cH:30][cH:31][c:32]([S:35](=[O:36])(=[O:37])[OH:38])[cH:33][cH:34]1.[F:1][C:2]([F:3])([F:4])[C:5]([OH:6])=[O:7].[NH2:8][CH2:9][CH2:10][CH2:11][CH2:12][C:13](=[O:14])[NH:15][c:16]1[c:17]([C:18](=[O:19])[O:20][CH3:21])[cH:22][c:23]([Cl:26])[cH:24][cH:25]1>>[NH:8]([CH2:9][CH2:10][CH2:11][CH2:12][C:13](=[O:14])[NH:15][c:16]1[c:17]([C:18](=[O:19])[O:20][CH3:21])[cH:22][c:23]([Cl:26])[cH:24][cH:25]1)[S:35]([c:32]1[cH:31][cH:30][c:29]([Cl:28])[cH:34][cH:33]1)(=[O:36])=[O:37]. Starting materials: [Cl-], O=S(=O)(O)c1ccc(Cl)cc1, O=C(O)C(F)(F)F, COC(=O)c1cc(Cl)ccc1NC(=O)CCCCN. The reactants are compound 5, CC1=C(C(=O)O)C=C(C(=C1)C)C1=C(N=C(N1)C1(COC1)C)C (2,4-dimethyl-5-(4-methyl-2-(3-methyloxetan-3-yl)-1H-imidazol-5-yl)benzoic acid), CC1=C(C(=O)O)C=C(C(=C1)C)C1=C(N=C(N1)C1(COC1)C)C (2,4-dimethyl-5-(4-methyl-2-(3-methyloxetan-3-yl)-1H-imidazol-5-yl)benzoic acid), CC=1NC(=C(N1)C)C=1C=C(C(=O)O)C=CC1C (3-(2,4-dimethyl-1H-imidazol-5-yl)-4-methylbenzoic acid), Cl.N1CC(C1)C1=CC=C(C#N)C=C1 (4-(azetidin-3-yl)benzonitrile hydrochloride), Cl.FC1(CNC1)C1=CC=C(C#N)C=C1 (4-(3-Fluoroazetidin-3-yl)benzonitrile hydrochloride), Cl.FC1(CNC1)C1=CC=C(C#N)C=C1 (4-(3-Fluoroazetidin-3-yl)benzonitrile hydrochloride). Product: CC1=C(C(=O)N2CC(C2)(F)C2=CC=C(C#N)C=C2)C=C(C(=C1)C)C1=C(N=C(N1)C1(COC1)C)C (4-(1-(2,4-Dimethyl-5-(4-methyl-2-(3-methyloxetan-3-yl)-1H-imidazol-5-yl)benzoyl)-3-fluoroazetidin-3-yl)benzonitrile). Reaction SMILES: [CH3:1][C:2]1[CH:10]=[C:9]([CH3:11])[C:8]([C:12]2[NH:16][C:15]([C:17]3([CH3:21])[CH2:20][O:19][CH2:18]3)=[N:14][C:13]=2[CH3:22])=[CH:7][C:3]=1[C:4](O)=[O:5].CC1NC(C2C=C(C=CC=2C)C(O)=O)=C(C)N=1.Cl.[F:41][C:42]1([C:46]2[CH:53]=[CH:52][C:49]([C:50]#[N:51])=[CH:48][CH:47]=2)[CH2:45][NH:44][CH2:43]1.Cl.N1CC(C2C=CC(C#N)=CC=2)C1>>[CH3:1][C:2]1[CH:10]=[C:9]([CH3:11])[C:8]([C:12]2[NH:16][C:15]([C:17]3([CH3:21])[CH2:20][O:19][CH2:18]3)=[N:14][C:13]=2[CH3:22])=[CH:7][C:3]=1[C:4]([N:44]1[CH2:43][C:42]([C:46]2[CH:47]=[CH:48][C:49]([C:50]#[N:51])=[CH:52][CH:53]=2)([F:41])[CH2:45]1)=[O:5] |f:2.3,4.5|. Procedure details: The title compound was prepared using standard chemical manipulations and procedures similar to those used for the preparation of compound 5, except 2,4-dimethyl-5-(4-methyl-2-(3-methyloxetan-3-yl)-1H-imidazol-5-yl)benzoic acid (compound 175.4) was used in place of 3-(2,4-dimethyl-1H-imidazol-5-yl)-4-methylbenzoic acid (compound 5.7) and 4-(3-fluoroazetidin-3-yl)benzonitrile hydrochloride (compound 43.4) was used in place of 4-(azetidin-3-yl)benzonitrile hydrochloride (compound 5.2). m/z (ES+) 4... Starting materials: ClC=1C(=CC(NC1)=O)OC1CCN(CC1)C(=O)OC(C)(C)C (tert-butyl 4-(5-chloro-2-oxo-1,2-dihydropyridin-4-yloxy)piperidine-1-carboxylate), [H-].[Na+] (sodium hydride), FC1=C(C=CC(=C1)F)S(=O)(=O)C (2,4-difluoro-1-(methylsulfonyl)benzene). The solvent is CN(C)C=O (DMF). Conditions: time 20 minute. Yields the product ClC=1C(=CC(N(C1)C1=CC(=C(C=C1)S(=O)(=O)C)F)=O)OC1CCN(CC1)C(=O)OC(C)(C)C (Tert-butyl 4-(5-chloro-1-(3-fluoro-4-(methylsulfonyl)phenyl)-2-oxo-1,2-dihydropyridin-4-yloxy)piperidine-1-carboxylate). Yield: 52.5%. RXN SMILES: [Cl:1][C:2]1[C:3]([O:9][CH:10]2[CH2:15][CH2:14][N:13]([C:16]([O:18][C:19]([CH3:22])([CH3:21])[CH3:20])=[O:17])[CH2:12][CH2:11]2)=[CH:4][C:5](=[O:8])[NH:6][CH:7]=1.[H-].[Na+].[F:25][C:26]1[CH:31]=[C:30](F)[CH:29]=[CH:28][C:27]=1[S:33]([CH3:36])(=[O:35])=[O:34]>CN(C=O)C>[Cl:1][C:2]1[C:3]([O:9][CH:10]2[CH2:15][CH2:14][N:13]([C:16]([O:18][C:19]([CH3:22])([CH3:21])[CH3:20])=[O:17])[CH2:12][CH2:11]2)=[CH:4][C:5](=[O:8])[N:6]([C:30]2[CH:29]=[CH:28][C:27]([S:33]([CH3:36])(=[O:34])=[O:35])=[C:26]([F:25])[CH:31]=2)[CH:7]=1 |f:1.2|. Procedure: A suspension of tert-butyl 4-(5-chloro-2-oxo-1,2-dihydropyridin-4-yloxy)piperidine-1-carboxylate (400 mg, 1.22 mmol), sodium hydride (60 wt % in mineral oil, 58 mg, 1.5 mmol) and DMF (8 mL) was purged with argon and then stirred at room temperature for 20 minutes. To the reaction was added 2,4-difluoro-1-(methylsulfonyl)benzene (351 mg, 1.83 mmol) and then heated at 130° C. for 1 hour. The resulting mixture was quenched with H2O and extracted with EtOAc. The organic layer was concentrated in vac... The reactants are Cl.C(C1=CC=CC=C1)OC(=O)NCCC([C@H](N)C(=O)OCC1=CC=CC=C1)O (benzyl N5 -benzyloxycarbonyl-3-hydroxyornithinate hydrochloride), C(C)(=O)OCC (ethyl acetate), [OH-].[Na+] (sodium hydroxide). Run in O (water). As a reaction SMILES: Cl.[CH2:2]([O:9][C:10]([NH:12][CH2:13][CH2:14][CH:15]([OH:28])[C@@H:16]([C:18]([O:20][CH2:21][C:22]1[CH:27]=[CH:26][CH:25]=[CH:24][CH:23]=1)=[O:19])[NH2:17])=[O:11])[C:3]1[CH:8]=[CH:7][CH:6]=[CH:5][CH:4]=1.C(OCC)(=O)C.[OH-].[Na+]>O>[CH2:2]([O:9][C:10]([NH:12][CH2:13][CH2:14][CH:15]([OH:28])[C@@H:16]([C:18]([O:20][CH2:21][C:22]1[CH:23]=[CH:24][CH:25]=[CH:26][CH:27]=1)=[O:19])[NH2:17])=[O:11])[C:3]1[CH:4]=[CH:5][CH:6]=[CH:7][CH:8]=1 |f:0.1,3.4|. The product is C(C1=CC=CC=C1)OC(=O)NCCC([C@H](N)C(=O)OCC1=CC=CC=C1)O (benzyl N5 -benzyloxycarbonyl-3-hydroxyornithinate). Procedure details: A solution of benzyl N5 -benzyloxycarbonyl-3-hydroxyornithinate hydrochloride containing approx. 90% less-soluble diastereoisomer and approx. 10% more-soluble diastereoisomer (1.0 g, 2.4 mmol) in water (15 ml) was stirred with ethyl acetate (150 ml) and adjusted to pH 7.75 with a dilute solution of sodium hydroxide. The aqueous layer was separated and extracted with ethyl acetate (3×100 ml). The combined organic layers were dried (MgSO4) and evaporated to yield benzyl N5 -benzyloxycarbonyl-3-hyd...